From a dataset of the Open Reaction Database (ORD), a public repository of structured organic reaction records. describe an organic reaction: reactants, conditions, products, and yield Starting materials: C(C1=CC=CC=C1)OC=1C=C2C(=CN(C2=CC1)C)CCC(=O)OCC (ethyl 3-(5-benzyloxy-1-methylindol-3-yl)propionate), CC(C)C[AlH]CC(C)C (DIBAL), CCCCCC (hexane), C(=O)=O.CC(=O)C (dry-ice acetone). The solvent is CO (methanol), ClCCl (dichloromethane). Reaction conditions: time 30 minute. Product: C(C1=CC=CC=C1)OC=1C=C2C(=CN(C2=CC1)C)CCC=O (3-(5-benzyloxy-1-methylindol-3-yl)propionaldehyde). Yield: 76.9%. RXN SMILES: [CH2:1]([O:8][C:9]1[CH:10]=[C:11]2[C:15](=[CH:16][CH:17]=1)[N:14]([CH3:18])[CH:13]=[C:12]2[CH2:19][CH2:20][C:21](OCC)=[O:22])[C:2]1[CH:7]=[CH:6][CH:5]=[CH:4][CH:3]=1.CC(C[AlH]CC(C)C)C.CCCCCC.C(=O)=O.CC(C)=O>ClCCl.CO>[CH2:1]([O:8][C:9]1[CH:10]=[C:11]2[C:15](=[CH:16][CH:17]=1)[N:14]([CH3:18])[CH:13]=[C:12]2[CH2:19][CH2:20][CH:21]=[O:22])[C:2]1[CH:3]=[CH:4][CH:5]=[CH:6][CH:7]=1 |f:3.4|. Reported procedure: Under nitrogen, to a stirred solution of ethyl 3-(5-benzyloxy-1-methylindol-3-yl)propionate (12.0 g, 35.6 mmol) in dichloromethane (120 ml) was added dropwise 1.0 M DIBAL in hexane (37.4 ml, 35.6 mmol) at −78° C. (dry-ice/acetone) for 25 minutes. After 30 minutes, methanol (5.7 ml) was added dropwise at −78° C. and then the mixture was stirred at room temperature for 30 minutes. The mixture was filtered through Celite and washed with dichloromethane. The filtrate was concentrated in vacuo and th... Reactants: C1[C@@H]([C@@H]([C@@H]2C[C@]1(C(=O)O2)O)O)O (quinide), C1CCOC1 (THF). Run in Cl (HCl). Yields the product C1[C@@](C[C@H]([C@@H]([C@@H]1O)O)O)(O)C(=O)O (quinic acid). Isolated yield 93.0%. RXN SMILES: [CH2:1]1[C@:6]2([OH:10])[C:7]([O:9][C@@H:4]([CH2:5]2)[C@@H:3]([OH:11])[C@H:2]1[OH:12])=[O:8].C1C[O:16]CC1>Cl>[CH2:5]1[C@@H:4]([OH:9])[C@@H:3]([OH:11])[C@H:2]([OH:12])[CH2:1][C@@:6]1([C:7]([OH:16])=[O:8])[OH:10]. Reported procedure: A mixture of 10 g (9.6 mmol) 1,4-O-dicarbotrichloroethoxy-3-O-dicarbotrichloroethoxycaffeoyl quinide is stirred for 5 days at ambient temperature in 65 ml THF and 8 ml concentrated HCl. After separation of the THF and saturation with NaCl, the aqueous phase is extracted with 3×40 ml ethyl acetate. The combined extracts are then washed with brine and dried over sodium sulfate and the solvent is evaporated. Treatment of the residue with a mixture of 1 volume dichloromethane to 10 volumes hexane gi...